Task: describe an organic reaction: reactants, conditions, products, and yield. Dataset: the Open Reaction Database (ORD), a public repository of structured organic reaction records Reactants: [Al+3], CON(C)C(=O)c1cc2n(n1)CCC2, ClCCl, [H-], [H-], [H-], [H-], [Li+], C1CCOC1. Product: O=Cc1cc2n(n1)CCC2. Reaction SMILES: [Al+3:16].[CH3:1][O:2][N:3]([C:4](=[O:5])[c:6]1[cH:7][c:8]2[n:9]([n:10]1)[CH2:11][CH2:12][CH2:13]2)[CH3:14].[Cl:26][CH2:27][Cl:28].[H-:15].[H-:18].[H-:19].[H-:20].[Li+:17].[O:21]1[CH2:22][CH2:23][CH2:24][CH2:25]1>>[CH:4](=[O:5])[c:6]1[cH:7][c:8]2[n:9]([n:10]1)[CH2:11][CH2:12][CH2:13]2. The reactants are C(C)OC(=O)NC1=C(N(C2=CC(=CC=C12)OCC1=CC=CC=C1)C)C(=O)OCC (ethyl 3-[(ethoxycarbonyl)amino]-1-methyl-6-(phenylmethoxy)-1H-indole-2-carboxylate), C(C)O (ethanol), [OH-].[K+] (potassium hydroxide). The solvent is O1CCCC1 (tetrahydrofuran). The product is C(C)OC(=O)NC1=C(N(C2=CC(=CC=C12)OCC1=CC=CC=C1)C)C(=O)O (3-[(Ethoxycarbonyl)amino]-1-methyl-6-(phenylmethoxy)-1H-indole-2-carboxylic acid). RXN SMILES: [CH2:1]([O:3][C:4]([NH:6][C:7]1[C:15]2[C:10](=[CH:11][C:12]([O:16][CH2:17][C:18]3[CH:23]=[CH:22][CH:21]=[CH:20][CH:19]=3)=[CH:13][CH:14]=2)[N:9]([CH3:24])[C:8]=1[C:25]([O:27]CC)=[O:26])=[O:5])[CH3:2].C(O)C.[OH-].[K+]>O1CCCC1>[CH2:1]([O:3][C:4]([NH:6][C:7]1[C:15]2[C:10](=[CH:11][C:12]([O:16][CH2:17][C:18]3[CH:23]=[CH:22][CH:21]=[CH:20][CH:19]=3)=[CH:13][CH:14]=2)[N:9]([CH3:24])[C:8]=1[C:25]([OH:27])=[O:26])=[O:5])[CH3:2] |f:2.3|. Reported procedure: A suspension of 28.1 g (0.0708 mol) of ethyl 3-[(ethoxycarbonyl)amino]-1-methyl-6-(phenylmethoxy)-1H-indole-2-carboxylate in 170 ml of 96° ethanol is brought to reflux. 64 ml of a 10% ethanolic potassium hydroxide solution and 50 ml of tetrahydrofuran are added to this mixture. The suspension is left at reflux for 150 min, is then concentrated under reduced pressure, diluted with a mixture of water and ice and acidified with 6N hydrochloric acid. The product is then extracted with a mixture of d... The reactants are COC=1C=C(C=C[N+](=O)[O-])C=CC1OC (3,4-dimethoxy-β-nitrostyrene), CN(C([S-])=S)C.C[NH2+]C (dimethylammonium dimethyldithiocarbamate). The solvent is C(=S)=S (carbon disulfide). Yields the product CN(C(SC(C1=CC(=C(C=C1)OC)OC)C[N+](=O)[O-])=S)C (3,4-dimethoxy-α-(nitromethyl)-benzyl dimethyldithiocarbamate). RXN SMILES: [CH3:1][O:2][C:3]1[CH:4]=[C:5]([CH:11]=[CH:12][C:13]=1[O:14][CH3:15])[CH:6]=[CH:7][N+:8]([O-:10])=[O:9].[CH3:16][N:17]([CH3:21])[C:18](=[S:20])[S-:19].C[NH2+]C>C(=S)=S>[CH3:16][N:17]([CH3:21])[C:18](=[S:19])[S:20][CH:6]([CH2:7][N+:8]([O-:10])=[O:9])[C:5]1[CH:11]=[CH:12][C:13]([O:14][CH3:15])=[C:3]([O:2][CH3:1])[CH:4]=1 |f:1.2|. Procedure details: As in Example 17, reaction of 3,4-dimethoxy-β-nitrostyrene with dimethylammonium dimethyldithiocarbamate in the presence of carbon disulfide gave 3,4-dimethoxy-α-(nitromethyl)-benzyl dimethyldithiocarbamate melting at 108° C.-110° C. after recrystallization without heating from acetone-methanol solution. Starting materials: [OH-].[K+] (Potassium hydroxide), C(C(C)(C)C)(=O)OCC1=C(C=CC(=C1)C=1C=CC2=C(N=C(N=C2N2[C@H](COCC2)C)N2[C@H](COCC2)C)N1)OC (5-{2,4-bis[(3S)-3-methylmorpholin-4-yl]pyrido[2,3-d]pyrimidin-7-yl}-2-methoxybenzyl pivalate), C(Cl)Cl (methylene chloride), C(CC(O)(C(=O)O)CC(=O)O)(=O)O (citric acid). The solvent is C1CCOC1 (THF), CO (methanol). Reaction conditions: time 240 minute. Product: C[C@@H]1N(CCOC1)C=1N=C(C2=C(N1)N=C(C=C2)C=2C=CC(=C(C2)CO)OC)N2[C@H](COCC2)C ((5-{2,4-bis[(3S)-3-methylmorpholin-4-yl]pyrido[2,3-d]pyrimidin-7-yl}-2-methoxyphenyl)methanol). The yield is 95.2%. RXN SMILES: [OH-].[K+].C([O:9][CH2:10][C:11]1[CH:16]=[C:15]([C:17]2[CH:18]=[CH:19][C:20]3[C:25]([N:26]4[CH2:31][CH2:30][O:29][CH2:28][C@@H:27]4[CH3:32])=[N:24][C:23]([N:33]4[CH2:38][CH2:37][O:36][CH2:35][C@@H:34]4[CH3:39])=[N:22][C:21]=3[N:40]=2)[CH:14]=[CH:13][C:12]=1[O:41][CH3:42])(=O)C(C)(C)C.C(O)(=O)CC(CC(O)=O)(C(O)=O)O.C(Cl)Cl>C1COCC1.CO>[CH3:39][C@H:34]1[CH2:35][O:36][CH2:37][CH2:38][N:33]1[C:23]1[N:24]=[C:25]([N:26]2[CH2:31][CH2:30][O:29][CH2:28][C@@H:27]2[CH3:32])[C:20]2[CH:19]=[CH:18][C:17]([C:15]3[CH:14]=[CH:13][C:12]([O:41][CH3:42])=[C:11]([CH2:10][OH:9])[CH:16]=3)=[N:40][C:21]=2[N:22]=1 |f:0.1|. Procedure details: Potassium hydroxide solution (1.7 mL, 3.10 mmol) was added to a solution of 5-{2,4-bis[(3S)-3-methylmorpholin-4-yl]pyrido[2,3-d]pyrimidin-7-yl}-2-methoxybenzyl pivalate (172 mg, 0.30 mmol) in THF (6.9 mL) and methanol (1.7 mL) at RT under an atmosphere of nitrogen. After 240 minutes, HPLC analysis showed complete disappearance of the starting material. The reaction was maintained at RT overnight (for convenience) and aqueous citric acid (20% w/v, 2 mL) was added followed by methylene chloride (1... Starting materials: Cl.CNC1(CCC2(OCCO2)CC1)C1=CC=CC=C1 (N-methyl-8-phenyl-1,4-dioxaspiro[4.5]decan-8-amine hydrochloride), C=O (formaldehyde), [OH-].[Na+] (NaOH), C(=O)O (formic acid). Run in O (water), CC1OCCC1 (2-methyltetrahydrofuran). Run at temperature 65 celsius, time 16 hour. Product: CN(C1(CCC2(OCCO2)CC1)C1=CC=CC=C1)C (N,N-dimethyl-8-phenyl-1,4-dioxaspiro-[4.5]decan-8-amine). Reaction SMILES: Cl.[CH3:2][NH:3][C:4]1([C:14]2[CH:19]=[CH:18][CH:17]=[CH:16][CH:15]=2)[CH2:13][CH2:12][C:7]2([O:11][CH2:10][CH2:9][O:8]2)[CH2:6][CH2:5]1.[OH-].[Na+].[CH:22](O)=O.C=O>O.CC1CCCO1>[CH3:2][N:3]([CH3:22])[C:4]1([C:14]2[CH:15]=[CH:16][CH:17]=[CH:18][CH:19]=2)[CH2:5][CH2:6][C:7]2([O:11][CH2:10][CH2:9][O:8]2)[CH2:12][CH2:13]1 |f:0.1,2.3|. Procedure details: N-methyl-8-phenyl-1,4-dioxaspiro[4.5]decan-8-amine hydrochloride (15 g, 59 mmol) was taken up in water (37 ml) and 2-methyltetrahydrofuran (57 ml). The free base was released by adding NaOH aq (32%, to pH>12). The organic phase was concentrated at 45° C. at reduced pressure (<10 mbar). The residue was taken up in isopropanol (8 ml) and added dropwise to formic acid (7 ml, 0.19 mol) at up to 65° C. At 65° C., formaldehyde solution (5.8 g, 0.1 mol) was added swiftly and the batch was stirred overn... Starting materials: Cc1c2c(n(-c3ccccc3Cl)c1Br)CCN(N1CCCCC1)C2=O, O=C([O-])[O-], COCCOC, [Na+], [Na+], OB(O)c1ccc(O)cc1, c1ccc(P(c2ccccc2)(c2ccccc2)[Pd](P(c2ccccc2)(c2ccccc2)c2ccccc2)(P(c2ccccc2)(c2ccccc2)c2ccccc2)P(c2ccccc2)(c2ccccc2)c2ccccc2)cc1. The product is Cc1c2c(n(-c3ccccc3Cl)c1-c1ccc(O)cc1)CCN(N1CCCCC1)C2=O. Reaction SMILES: [Br:1][c:2]1[c:3]([CH3:25])[c:4]2[c:9]([n:10]1-[c:11]1[c:12]([Cl:17])[cH:13][cH:14][cH:15][cH:16]1)[CH2:8][CH2:7][N:6]([N:18]1[CH2:19][CH2:20][CH2:21][CH2:22][CH2:23]1)[C:5]2=[O:24].[C:36](=[O:37])([O-:38])[O-:39].[CH3:42][O:43][CH2:44][CH2:45][O:46][CH3:47].[Na+:40].[Na+:41].[OH:26][c:27]1[cH:28][cH:29][c:30]([B:33]([OH:34])[OH:35])[cH:31][cH:32]1.[cH:48]1[cH:49][cH:50][c:51]([P:52]([Pd:53]([P:54]([c:55]2[cH:56][cH:57][cH:58][cH:59][cH:60]2)([c:61]2[cH:62][cH:63][cH:64][cH:65][cH:66]2)[c:67]2[cH:68][cH:69][cH:70][cH:71][cH:72]2)([P:73]([c:74]2[cH:75][cH:76][cH:77][cH:78][cH:79]2)([c:80]2[cH:81][cH:82][cH:83][cH:84][cH:85]2)[c:86]2[cH:87][cH:88][cH:89][cH:90][cH:91]2)[P:92]([c:93]2[cH:94][cH:95][cH:96][cH:97][cH:98]2)([c:99]2[cH:100][cH:101][cH:102][cH:103][cH:104]2)[c:105]2[cH:106][cH:107][cH:108][cH:109][cH:110]2)([c:111]2[cH:112][cH:113][cH:114][cH:115][cH:116]2)[c:117]2[cH:118][cH:119][cH:120][cH:121][cH:122]2)[cH:123][cH:124]1>>[c:2]1(-[c:30]2[cH:29][cH:28][c:27]([OH:26])[cH:32][cH:31]2)[c:3]([CH3:25])[c:4]2[c:9]([n:10]1-[c:11]1[c:12]([Cl:17])[cH:13][cH:14][cH:15][cH:16]1)[CH2:8][CH2:7][N:6]([N:18]1[CH2:19][CH2:20][CH2:21][CH2:22][CH2:23]1)[C:5]2=[O:24].